From a dataset of the Open Reaction Database (ORD), a public repository of structured organic reaction records. describe an organic reaction: reactants, conditions, products, and yield Starting materials: O=C1CCC(=O)N1Br, ClC(Cl)(Cl)Cl, CCCCCCC, COC(=O)Cc1ccc([N+](=O)[O-])cc1. The product is COC(=O)C(Br)c1ccc([N+](=O)[O-])cc1. As a reaction SMILES: [Br:20][N:21]1[C:22](=[O:23])[CH2:24][CH2:25][C:26]1=[O:27].[C:15]([Cl:16])([Cl:17])([Cl:18])[Cl:19].[CH3:28][CH2:29][CH2:30][CH2:31][CH2:32][CH2:33][CH3:34].[N+:1](=[O:2])([O-:3])[c:4]1[cH:5][cH:6][c:7]([CH2:10][C:11](=[O:12])[O:13][CH3:14])[cH:8][cH:9]1>>[N+:1](=[O:2])([O-:3])[c:4]1[cH:5][cH:6][c:7]([CH:10]([C:11](=[O:12])[O:13][CH3:14])[Br:20])[cH:8][cH:9]1. The reactants are C(C)(=O)NC=1N=C(C2=C(N1)N=CC(=C2)C(=CC2=CC=C(C(=O)N[C@@H](CCC(=O)OCC)C(=O)OCC)C=C2)C)O (diethyl N-(4-[2-(2-acetamido-4-hydroxypyrido[2,3-d]pyrimidin-6-yl)prop-1-enyl]benzoyl)-L-glutamate), [H][H] (hydrogen). Reagents/catalysts: [Pd] (Pd/C). The solvent is FC(C(=O)O)(F)F (trifluoroacetic acid). Yields the product C(C)(=O)NC=1N=C(C2=C(N1)NCC(C2)C(CC2=CC=C(C(=O)N[C@@H](CCC(=O)OCC)C(=O)OCC)C=C2)C)O (Diethyl N-(4-[2-(2-acetamido-4-hydroxy-5,6,7,8-tetrahydropyrido[2,3-d]pyrimidin-6 -yl)propyl]benzoyl)-L-glutamate). Isolated yield 23.0%. Reaction SMILES: [C:1]([NH:4][C:5]1[N:6]=[C:7]([OH:40])[C:8]2[CH:14]=[C:13]([C:15]([CH3:39])=[CH:16][C:17]3[CH:38]=[CH:37][C:20]([C:21]([NH:23][C@H:24]([C:32]([O:34][CH2:35][CH3:36])=[O:33])[CH2:25][CH2:26][C:27]([O:29][CH2:30][CH3:31])=[O:28])=[O:22])=[CH:19][CH:18]=3)[CH:12]=[N:11][C:9]=2[N:10]=1)(=[O:3])[CH3:2].[H][H]>FC(F)(F)C(O)=O.[Pd]>[C:1]([NH:4][C:5]1[N:6]=[C:7]([OH:40])[C:8]2[CH2:14][CH:13]([CH:15]([CH3:39])[CH2:16][C:17]3[CH:18]=[CH:19][C:20]([C:21]([NH:23][C@H:24]([C:32]([O:34][CH2:35][CH3:36])=[O:33])[CH2:25][CH2:26][C:27]([O:29][CH2:30][CH3:31])=[O:28])=[O:22])=[CH:37][CH:38]=3)[CH2:12][NH:11][C:9]=2[N:10]=1)(=[O:3])[CH3:2]. Procedure details: A solution of 84.4 mg of diethyl N-(4-[2-(2-acetamido-4-hydroxypyrido[2,3-d]pyrimidin-6-yl)prop-1-enyl]benzoyl)-L-glutamate in 30 mL of trifluoroacetic acid was hydrogenated at 55 psi of hydrogen in the presence of 0.42 g of 5% Pd/C at room temperature for 24 hours. The catalyst was removed by filtration and the filtrate was evaporated under reduced pressure. The resulting residue was taken up in chloroform and was extracted with a saturated sodium bicarbonate solution. The organic layer was dri... Reactants: CNC(=O)c1cccc2cc(Oc3ccnc4cc(OCC5(NC(=O)OCc6ccccc6)CC5)c(OC)cc34)ccc12, CCO. Product: CNC(=O)c1cccc2cc(Oc3ccnc4cc(OCC5(N)CC5)c(OC)cc34)ccc12. Reaction SMILES: [CH3:1][O:2][c:3]1[cH:4][c:5]2[c:6]([O:29][c:30]3[cH:31][c:32]4[cH:33][cH:34][cH:35][c:36]([C:40]([NH:41][CH3:42])=[O:43])[c:37]4[cH:38][cH:39]3)[cH:7][cH:8][n:9][c:10]2[cH:11][c:12]1[O:13][CH2:14][C:15]1([NH:18][C:19](=[O:20])[O:21][CH2:22][c:23]2[cH:24][cH:25][cH:26][cH:27][cH:28]2)[CH2:16][CH2:17]1.[CH3:44][CH2:45][OH:46]>>[CH3:1][O:2][c:3]1[cH:4][c:5]2[c:6]([O:29][c:30]3[cH:31][c:32]4[cH:33][cH:34][cH:35][c:36]([C:40]([NH:41][CH3:42])=[O:43])[c:37]4[cH:38][cH:39]3)[cH:7][cH:8][n:9][c:10]2[cH:11][c:12]1[O:13][CH2:14][C:15]1([NH2:18])[CH2:16][CH2:17]1. Reported procedure: A 4-neck 22 L round bottom flask equipped with mechanical stirrer and thermowell was charged with 1-acetyl-5-(methyloxy)-2,3-dihydro-1H-indole (300 g, 1.56 mol) made in accordance with Step B, immediately above, and acetic anhydride (12 L). The resulting mixture was cooled to 0° C. then nitric acid (70%,.100 mL, 1.56 mol) was added dropwise. The reaction was stirred at room temperature overnight and then cooled to 0° C. The solid formed was collected by vacuum filtration and washed with water (2... The reactants are C(C)(=O)N1CCC2=CC(=CC=C12)OC (1-acetyl-5-(methyloxy)-2,3-dihydro-1H-indole), C(C)(=O)OC(C)=O (acetic anhydride), [N+](=O)(O)[O-] (nitric acid). Product: C(C)(=O)N1CCC2=CC(=C(C=C12)[N+](=O)[O-])OC (1-acetyl-5-(methyloxy)-6-nitro-2,3-dihydro-1H-indole). RXN SMILES: [C:1]([N:4]1[C:12]2[C:7](=[CH:8][C:9]([O:13][CH3:14])=[CH:10][CH:11]=2)[CH2:6][CH2:5]1)(=[O:3])[CH3:2].C(OC(=O)C)(=O)C.[N+:22]([O-])([OH:24])=[O:23]>>[C:1]([N:4]1[C:12]2[C:7](=[CH:8][C:9]([O:13][CH3:14])=[C:10]([N+:22]([O-:24])=[O:23])[CH:11]=2)[CH2:6][CH2:5]1)(=[O:3])[CH3:2]. Yield: 64.9%. Run at temperature 0 celsius, time 8 hour. The reactants are CCN=C=NCCCN(C)C, CC#N, Cl, NC(Cc1cccc(OC(F)(F)C(F)F)c1)C(O)c1ccc(OCc2ccccc2)cc1, O, O, On1nnc2ccccc21, O=C(O)c1cccc2c1C=CCCC2. Yields the product O=C(NC(Cc1cccc(OC(F)(F)C(F)F)c1)C(O)c1ccc(OCc2ccccc2)cc1)c1cccc2c1C=CCCC2. Reaction SMILES: [CH2:48]([N:49]=[C:50]=[N:51][CH2:52][CH2:53][CH2:54][N:55]([CH3:56])[CH3:57])[CH3:58].[CH3:70][C:71]#[N:72].[ClH:47].[NH2:1][CH:2]([CH:3]([OH:4])[c:5]1[cH:6][cH:7][c:8]([O:11][CH2:12][c:13]2[cH:14][cH:15][cH:16][cH:17][cH:18]2)[cH:9][cH:10]1)[CH2:19][c:20]1[cH:21][c:22]([O:26][C:27]([CH:28]([F:29])[F:30])([F:31])[F:32])[cH:23][cH:24][cH:25]1.[OH2:59].[OH2:73].[OH:60][n:61]1[c:62]2[cH:63][cH:64][cH:65][cH:66][c:67]2[n:68][n:69]1.[c:33]1([C:44](=[O:45])[OH:46])[cH:34][cH:35][cH:36][c:37]2[c:38]1[CH:39]=[CH:40][CH2:41][CH2:42][CH2:43]2>>[NH:1]([CH:2]([CH:3]([OH:4])[c:5]1[cH:6][cH:7][c:8]([O:11][CH2:12][c:13]2[cH:14][cH:15][cH:16][cH:17][cH:18]2)[cH:9][cH:10]1)[CH2:19][c:20]1[cH:21][c:22]([O:26][C:27]([CH:28]([F:29])[F:30])([F:31])[F:32])[cH:23][cH:24][cH:25]1)[C:44]([c:33]1[cH:34][cH:35][cH:36][c:37]2[c:38]1[CH:39]=[CH:40][CH2:41][CH2:42][CH2:43]2)=[O:45]. The reactants are OC1=C(C=C(C=C1)CC(=O)OCC)OC (ethyl (4-hydroxy-3-methoxyphenyl)acetate), C([O-])([O-])=O.[K+].[K+] (potassium carbonate), CN(C=O)C (N,N-dimethylformamide), ClCC=1N=C(OC1C)C1=CC=CC=C1 (4-chloromethyl-5-methyl-2-phenyl-1,3-oxazole). Product: COC=1C=C(C=CC1OCC=1N=C(OC1C)C1=CC=CC=C1)CC(=O)OCC (ethyl {3-methoxy-4-[(5-methyl-2-phenyl-1,3-oxazol-4-yl)methoxy]phenyl}acetate). Procedure details: To a mixture of ethyl (4-hydroxy-3-methoxyphenyl)acetate (7.00 g), potassium carbonate (5.43 g) and N,N-dimethylformamide (100 mL) was added 4-chloromethyl-5-methyl-2-phenyl-1,3-oxazole (8.16 g) with stirring, and the mixture was stirred overnight at 80° C. Water was poured into the reaction mixture, and the mixture was extracted with ethyl acetate. The ethyl acetate layer was washed successively with distilled water and saturated brine, dried over anhydrous magnesium sulfate and concentrated. R... Isolated yield 89.6%. Reaction SMILES: [OH:1][C:2]1[CH:7]=[CH:6][C:5]([CH2:8][C:9]([O:11][CH2:12][CH3:13])=[O:10])=[CH:4][C:3]=1[O:14][CH3:15].C(=O)([O-])[O-].[K+].[K+].CN(C)C=O.Cl[CH2:28][C:29]1[N:30]=[C:31]([C:35]2[CH:40]=[CH:39][CH:38]=[CH:37][CH:36]=2)[O:32][C:33]=1[CH3:34]>O>[CH3:15][O:14][C:3]1[CH:4]=[C:5]([CH2:8][C:9]([O:11][CH2:12][CH3:13])=[O:10])[CH:6]=[CH:7][C:2]=1[O:1][CH2:28][C:29]1[N:30]=[C:31]([C:35]2[CH:40]=[CH:39][CH:38]=[CH:37][CH:36]=2)[O:32][C:33]=1[CH3:34] |f:1.2.3|. Run in O (Water). The reactants are O=C([O-])O, CC[SiH](CC)CC, ClCCl, C1COCCO1, COC(=O)C=Cc1ccc(N(Cc2cccc(OC3CCCCO3)c2)S(=O)(=O)c2c(C)cc(C)cc2C)cc1, CO, Cl, [Na+]. The product is COC(=O)C=Cc1ccc(N(Cc2cccc(O)c2)S(=O)(=O)c2c(C)cc(C)cc2C)cc1. RXN SMILES: [C:48](=[O:49])([OH:50])[O-:51].[CH2:41]([SiH:42]([CH2:43][CH3:44])[CH2:45][CH3:46])[CH3:47].[CH2:55]([Cl:56])[Cl:57].[CH2:58]1[O:59][CH2:60][CH2:61][O:62][CH2:63]1.[CH3:1][O:2][C:3]([CH:4]=[CH:5][c:6]1[cH:7][cH:8][c:9]([N:12]([S:13](=[O:14])(=[O:15])[c:16]2[c:17]([CH3:24])[cH:18][c:19]([CH3:23])[cH:20][c:21]2[CH3:22])[CH2:25][c:26]2[cH:27][c:28]([O:32][CH:33]3[CH2:34][CH2:35][CH2:36][CH2:37][O:38]3)[cH:29][cH:30][cH:31]2)[cH:10][cH:11]1)=[O:39].[CH3:53][OH:54].[ClH:40].[Na+:52]>>[CH3:1][O:2][C:3]([CH:4]=[CH:5][c:6]1[cH:7][cH:8][c:9]([N:12]([S:13](=[O:14])(=[O:15])[c:16]2[c:17]([CH3:24])[cH:18][c:19]([CH3:23])[cH:20][c:21]2[CH3:22])[CH2:25][c:26]2[cH:27][c:28]([OH:32])[cH:29][cH:30][cH:31]2)[cH:10][cH:11]1)=[O:39]. Reactants: C(C1=CC=CC=C1)OC(=O)NCCC(=O)NC[C@@H]1CN(CCC1)C(=O)OC(C)(C)C (3-(benzyloxycarbonyl)amino-N-({(3R)-1-(tert-butoxycarbonyl)-3-piperidyl}methyl)propanamide). Run in C(Cl)(Cl)Cl (chloroform), FC(C(=O)O)(F)F (trifluoroacetic acid). Yields the product C(C1=CC=CC=C1)OC(=O)NCCC(=O)NC[C@@H]1CNCCC1 (3-(benzyloxycarbonyl)amino-N-{((3S)-3-piperidyl)methyl}propanamide). The yield is 89.9%. Reaction SMILES: [CH2:1]([O:8][C:9]([NH:11][CH2:12][CH2:13][C:14]([NH:16][CH2:17][C@H:18]1[CH2:23][CH2:22][CH2:21][N:20](C(OC(C)(C)C)=O)[CH2:19]1)=[O:15])=[O:10])[C:2]1[CH:7]=[CH:6][CH:5]=[CH:4][CH:3]=1>C(Cl)(Cl)Cl.FC(F)(F)C(O)=O>[CH2:1]([O:8][C:9]([NH:11][CH2:12][CH2:13][C:14]([NH:16][CH2:17][C@H:18]1[CH2:23][CH2:22][CH2:21][NH:20][CH2:19]1)=[O:15])=[O:10])[C:2]1[CH:3]=[CH:4][CH:5]=[CH:6][CH:7]=1. Reported procedure: To a solution of 1.84 g of 3-(benzyloxycarbonyl)amino-N-({(3R)-1-(tert-butoxycarbonyl)-3-piperidyl}methyl)propanamide in 2 ml of chloroform, 2 ml of trifluoroacetic acid was added at room temperature, followed by an hour's stirring at the same temperature. The reaction liquid was distilled off under reduced pressure, and the residue was rendered basic with 4N aqueous sodium hydroxide solution. Extracting the product with chloroform, the product was dried over anhydrous sodium sulfate. Upon disti... Reactants: CO, CC(=O)OC1CCN(CCF)C1, [Na+], [OH-]. Yields the product OC1CCN(CCF)C1. RXN SMILES: [CH3:15][OH:16].[F:3][CH2:4][CH2:5][N:6]1[CH2:7][CH:8]([O:11][C:12](=[O:13])[CH3:14])[CH2:9][CH2:10]1.[Na+:2].[OH-:1]>>[F:3][CH2:4][CH2:5][N:6]1[CH2:7][CH:8]([OH:11])[CH2:9][CH2:10]1. The reactants are BrC=1C(=C2C(=NC1)NC(=N2)C2=CC=C(C=C2)N(C)C)N2CCN(CC2)C(=O)NC2=CC=CC=C2 (4-(6-bromo-2-(4-(dimethylamino)phenyl)-3H-imidazo[4,5-b]pyridin-7-yl)-N-phenylpiperazine-1-carboxamide), COC1=CC=C(C=C1)C=O (4-methoxybenzene carboxaldehyde), BrC=1C(=C(C(=NC1)N)[N+](=O)[O-])N1CCN(CC1)C(C)C1=NC=CC=C1 (5-bromo-3-nitro-4-(4-(1-(pyridin-2-yl)ethyl)piperazin-1-yl)pyridin-2-amine), [O-]S(=O)S(=O)[O-].[Na+].[Na+] (Na2S2O4). Run in C(C)O (ethanol), CN(C)C=O (DMF). Conditions: time 16 hour. Product: BrC=1C(=C2C(=NC1)NC(=N2)C2=CC=C(C=C2)OC)N2CCN(CC2)C(C)C2=NC=CC=C2 (6-Bromo-2-(4-methoxyphenyl)-7-(4-(1-(pyridin-2-yl)ethyl)piperazin-1-yl)-3H-imidazo[4,5-b]pyridine). Isolated yield 49.0%. Reaction SMILES: BrC1C(N2CCN(C(NC3C=CC=CC=3)=O)CC2)=C2N=C(C3C=CC(N(C)C)=CC=3)NC2=NC=1.[Br:35][C:36]1[C:37]([N:46]2[CH2:51][CH2:50][N:49]([CH:52]([C:54]3[CH:59]=[CH:58][CH:57]=[CH:56][N:55]=3)[CH3:53])[CH2:48][CH2:47]2)=[C:38]([N+:43]([O-])=O)[C:39]([NH2:42])=[N:40][CH:41]=1.[O-]S(S([O-])=O)=O.[Na+].[Na+].[CH3:68][O:69][C:70]1[CH:75]=[CH:74][C:73]([CH:76]=O)=[CH:72][CH:71]=1>C(O)C.CN(C=O)C>[Br:35][C:36]1[C:37]([N:46]2[CH2:51][CH2:50][N:49]([CH:52]([C:54]3[CH:59]=[CH:58][CH:57]=[CH:56][N:55]=3)[CH3:53])[CH2:48][CH2:47]2)=[C:38]2[N:43]=[C:76]([C:73]3[CH:74]=[CH:75][C:70]([O:69][CH3:68])=[CH:71][CH:72]=3)[NH:42][C:39]2=[N:40][CH:41]=1 |f:2.3.4|. Procedure details: This was prepared using the same procedure as for 4-(6-bromo-2-(4-(dimethylamino)phenyl)-3H-imidazo[4,5-b]pyridin-7-yl)-N-phenylpiperazine-1-carboxamide, but here using 5-bromo-3-nitro-4-(4-(1-(pyridin-2-yl)ethyl)piperazin-1-yl)pyridin-2-amine (50 mg, 0.12 mmol), DMF (0.85 mL), ethanol (0.15 mL), 1M Na2S2O4 (3 eq, 0.42 mmol, 0.42 mL) and 4-methoxybenzene carboxaldehyde (1.1 eq, 0.14 mmol, 18 mg). After 16 h, concentration in vacuo and preparation by preparative tlc (EtOAc—CH2Cl2-MeOH, 50:50:2) g...